From a dataset of the Open Reaction Database (ORD), a public repository of structured organic reaction records. describe an organic reaction: reactants, conditions, products, and yield As a reaction SMILES: [C:1]([O:2][C:3](=[O:4])[N:8]1[CH2:9][CH:10]([N:12]2[CH2:13][C:14]([F:16])([F:17])[CH2:15]2)[CH2:11]1)([CH3:5])([CH3:6])[CH3:7].[Cl:18][CH2:19][Cl:20].[F:21][C:22]([F:23])([F:24])[C:25]([OH:26])=[O:27]>>[NH:8]1[CH2:9][CH:10]([N:12]2[CH2:13][C:14]([F:16])([F:17])[CH2:15]2)[CH2:11]1. Yields the product FC1(F)CN(C2CNC2)C1. The reactants are CC(C)(C)OC(=O)N1CC(N2CC(F)(F)C2)C1, ClCCl, O=C(O)C(F)(F)F. Reactants: BrC1=C(C=C(C#N)C=C1)[N+](=O)[O-] (4-bromo-3-nitrobenzonitrile), C(C)OC1=C(C=CC=C1)B(O)O (2-ethoxyphenylboronic acid), [F-].[K+] (potassium fluoride). The reagents and catalysts are C=1C=CC(=CC1)/C=C/C(=O)/C=C/C2=CC=CC=C2.C=1C=CC(=CC1)/C=C/C(=O)/C=C/C2=CC=CC=C2.C=1C=CC(=CC1)/C=C/C(=O)/C=C/C2=CC=CC=C2.[Pd].[Pd] (Pd2(dba)3). Conditions: time 30 minute. Yields the product C(C)OC1=C(C=CC=C1)C1=C(C=C(C=C1)C#N)[N+](=O)[O-] (2′-Ethoxy-2-nitrobiphenyl-4-carbonitrile), solid. The yield is 95.0%. RXN SMILES: Br[C:2]1[CH:9]=[CH:8][C:5]([C:6]#[N:7])=[CH:4][C:3]=1[N+:10]([O-:12])=[O:11].[CH2:13]([O:15][C:16]1[CH:21]=[CH:20][CH:19]=[CH:18][C:17]=1B(O)O)[CH3:14].[F-].[K+]>C1C=CC(/C=C/C(/C=C/C2C=CC=CC=2)=O)=CC=1.C1C=CC(/C=C/C(/C=C/C2C=CC=CC=2)=O)=CC=1.C1C=CC(/C=C/C(/C=C/C2C=CC=CC=2)=O)=CC=1.[Pd].[Pd]>[CH2:13]([O:15][C:16]1[CH:21]=[CH:20][CH:19]=[CH:18][C:17]=1[C:2]1[CH:9]=[CH:8][C:5]([C:6]#[N:7])=[CH:4][C:3]=1[N+:10]([O-:12])=[O:11])[CH3:14] |f:2.3,4.5.6.7.8|. Procedure details: A 50 mL round-bottom flask was charged with 4-bromo-3-nitrobenzonitrile (1.0 g 4.4 mmol), 2-ethoxyphenylboronic acid (731 mg, 4.4 mmol), Pd2(dba)3 (18 mg, 0.022 mmol) and potassium fluoride (786 mg, 13.5 mmol). The reaction vessel was evacuated and filled with argon. Dry THF (300 mL) was added followed by the addition of P(t-Bu)3 (0.11 mL, 10% wt. in hexane). The reaction mixture was stirred at room temperature for 30 min., and then heated at 80° C. for 16 h. After cooling to room temperature, t... Reactants: N1=CC=CC=C1 (pyridine), C(Cl)(Cl)(Cl)Cl (CCl4), O=C1CC(C1)S(=O)(=O)OCCCC (butyl 3-oxocyclobutane-1-sulfonate), C(CC(=O)OCC)(=O)OCC (diethyl malonate). Reagents/catalysts: Cl[Ti](Cl)(Cl)Cl (TiCl4). The solvent is C1CCOC1 (THF), C1CCOC1 (THF), C(C)(=O)OCC (ethyl acetate), CCCCCC (hexane). Reaction conditions: temperature 0 celsius, time 5 minute. Yields the product C(CCC)OS(=O)(=O)C1CC(C1)=C(C(=O)OCC)C(=O)OCC (diethyl 2-(3-(butoxysulfonyl)cyclobutylidene)malonate). The yield is 23.7%. Reaction SMILES: C(Cl)(Cl)(Cl)Cl.O=[C:7]1[CH2:10][CH:9]([S:11]([O:14][CH2:15][CH2:16][CH2:17][CH3:18])(=[O:13])=[O:12])[CH2:8]1.[C:19]([O:27][CH2:28][CH3:29])(=[O:26])[CH2:20][C:21]([O:23][CH2:24][CH3:25])=[O:22].N1C=CC=CC=1>C1COCC1.CCCCCC.Cl[Ti](Cl)(Cl)Cl.C(OCC)(=O)C>[CH2:15]([O:14][S:11]([CH:9]1[CH2:10][C:7](=[C:20]([C:21]([O:23][CH2:24][CH3:25])=[O:22])[C:19]([O:27][CH2:28][CH3:29])=[O:26])[CH2:8]1)(=[O:13])=[O:12])[CH2:16][CH2:17][CH3:18]. Procedure: TiCl4 (0.5 mL, 4.854 mmol) was added to a solution of THF (25 mL) and CCl4 (5 mL) at 0° C. This was followed by the addition of butyl 3-oxocyclobutane-1-sulfonate (0.5 g, 2.42 mmol) at 0° C. and diethyl malonate (0.38 mL, 2.42 mmol). The resulting mixture was stirred at 0° C. for 5 minutes. Then pyridine (0.78 mL, 9.68 mmol) in THF (10 mL) was added and stirred at room temperature for 96 hours. The reaction was monitored by TLC (30% ethyl acetate in hexane). The reaction mixture was partitioned ...